Dataset: the Open Reaction Database (ORD), a public repository of structured organic reaction records. Task: describe an organic reaction: reactants, conditions, products, and yield Starting materials: C(C)(C)(C)OCC(CO)C (rac.-3-tert. butoxy-2-methyl-1-propanol), BrBr.C1(=CC=CC=C1)P(C1=CC=CC=C1)C1=CC=CC=C1 (bromine triphenylphosphine). Yields the product C(C)(C)(C)OCC(CBr)C (rac.-3-tert. butoxy-2-methyl-1-bromopropane). Yield: 35.0%. As a reaction SMILES: [C:1]([O:5][CH2:6][CH:7]([CH3:10])[CH2:8]O)([CH3:4])([CH3:3])[CH3:2].[Br:11]Br.C1(P(C2C=CC=CC=2)C2C=CC=CC=2)C=CC=CC=1>>[C:1]([O:5][CH2:6][CH:7]([CH3:10])[CH2:8][Br:11])([CH3:4])([CH3:3])[CH3:2] |f:1.2|. Procedure details: Reaction of rac.-3-tert. butoxy-2-methyl-1-propanol with bromine-triphenylphosphine using the procedure of Example 28 gave rac.-3-tert. butoxy-2-methyl-1-bromopropane in 35% yield as a colorless liquid, b.p. 67°-77° C. (bath temperature) (9 mm Hg.). Procedure: To a solution of 1-methyl-3-(3-((tetrahydro-2H-pyran-2-yl)oxy)propyl)-6-(3-(trifluoromethoxy) phenoxy)pyrido[2,3-d]pyrimidine-2,4(1H,3H)-dione (See Compound 45, step 1, 100 mg, 0.2 mmol) in THF (4 mL) at −78° C. was added LDA (2M in THF, 0.4 mL, 0.8 mmol) dropwise. The reaction was stirred at −78° C. for 1 h then 3-methylbutanal (34 mg, 0.4 mmol) in THF (1 mL) was added. The reaction was stirred at −78° C. for 1 h, quenched with aq. NH4Cl (10 mL) then diluted with EA (10 mL) and water (10 mL). T... Starting materials: CC(CC=O)C (3-methylbutanal), CN1C(N(C(C2=C1N=CC(=C2)OC2=CC(=CC=C2)OC(F)(F)F)=O)CCCOC2OCCCC2)=O (1-methyl-3-(3-((tetrahydro-2H-pyran-2-yl)oxy)propyl)-6-(3-(trifluoromethoxy) phenoxy)pyrido[2,3-d]pyrimidine-2,4(1H,3H)-dione), CN1C(N(C(C2=C1N=CC(=C2)OC2=CC(=CC=C2)OC(F)(F)F)=O)CCCOC2OCCCC2)=O (1-methyl-3-(3-((tetrahydro-2H-pyran-2-yl)oxy)propyl)-6-(3-(trifluoromethoxy) phenoxy)pyrido[2,3-d]pyrimidine-2,4(1H,3H)-dione), [Li+].CC(C)[N-]C(C)C (LDA). The product is OC(CC(C)C)C1=C(C=NC=2N(C(N(C(C21)=O)CCCOC2OCCCC2)=O)C)OC2=CC(=CC=C2)OC(F)(F)F (5-(1-hydroxy-3-methylbutyl)-1-methyl-3-(3-((tetrahydro-2H-pyran-2-yl)oxy)propyl)-6-(3-(trifluoromethoxy)phenoxy)pyrido[2,3-d]pyrimidine-2,4(1H,3H)-dione). Reaction SMILES: [CH3:1][N:2]1[C:7]2[N:8]=[CH:9][C:10]([O:12][C:13]3[CH:18]=[CH:17][CH:16]=[C:15]([O:19][C:20]([F:23])([F:22])[F:21])[CH:14]=3)=[CH:11][C:6]=2[C:5](=[O:24])[N:4]([CH2:25][CH2:26][CH2:27][O:28][CH:29]2[CH2:34][CH2:33][CH2:32][CH2:31][O:30]2)[C:3]1=[O:35].[Li+].CC([N-]C(C)C)C.[CH3:44][CH:45]([CH3:49])[CH2:46][CH:47]=[O:48]>C1COCC1>[OH:48][CH:47]([C:11]1[C:6]2[C:5](=[O:24])[N:4]([CH2:25][CH2:26][CH2:27][O:28][CH:29]3[CH2:34][CH2:33][CH2:32][CH2:31][O:30]3)[C:3](=[O:35])[N:2]([CH3:1])[C:7]=2[N:8]=[CH:9][C:10]=1[O:12][C:13]1[CH:18]=[CH:17][CH:16]=[C:15]([O:19][C:20]([F:21])([F:22])[F:23])[CH:14]=1)[CH2:46][CH:45]([CH3:49])[CH3:44] |f:1.2|. Reaction conditions: temperature -78 celsius, time 1 hour. Solvent: C1CCOC1 (THF), C1CCOC1 (THF). Yield: 51.6%. The reactants are CN(C)C=O, Clc1ncc(Cl)c(Cl)n1, [H-], CN(C)S(=O)(=O)c1ccccc1N, [Na+]. Yields the product CN(C)S(=O)(=O)c1ccccc1Nc1nc(Cl)ncc1Cl. As a reaction SMILES: [CH3:25][N:26]([CH3:27])[CH:28]=[O:29].[Cl:16][c:17]1[n:18][cH:19][c:20]([Cl:24])[c:21]([Cl:23])[n:22]1.[H-:14].[NH2:1][c:2]1[c:3]([S:8](=[O:9])(=[O:10])[N:11]([CH3:12])[CH3:13])[cH:4][cH:5][cH:6][cH:7]1.[Na+:15]>>[NH:1]([c:2]1[c:3]([S:8](=[O:9])(=[O:10])[N:11]([CH3:12])[CH3:13])[cH:4][cH:5][cH:6][cH:7]1)[c:21]1[c:20]([Cl:24])[cH:19][n:18][c:17]([Cl:16])[n:22]1. Reactants: Cl.C(#N)CNC(=O)[C@H]1NC[C@@H](C1)S(=O)(=O)C1=C(C=CC=C1)Cl ((2S,4R)-4-(2-chloro-benzenesulfonyl)-pyrrolidine-2-carboxylic acid cyanomethyl-amide hydrochloride), O1CC(C1)=O (oxetane-3-one). Yields the product C(#N)CNC(=O)[C@H]1N(C[C@@H](C1)S(=O)(=O)C1=C(C=CC=C1)Cl)C1COC1 ((2S,4R)-4-(2-chloro-benzenesulfonyl)-1-oxetan-3-yl-pyrrolidine-2-carboxylic acid cyanomethyl-amide). RXN SMILES: Cl.[C:2]([CH2:4][NH:5][C:6]([C@@H:8]1[CH2:12][C@@H:11]([S:13]([C:16]2[CH:21]=[CH:20][CH:19]=[CH:18][C:17]=2[Cl:22])(=[O:15])=[O:14])[CH2:10][NH:9]1)=[O:7])#[N:3].[O:23]1[CH2:26][C:25](=O)[CH2:24]1>>[C:2]([CH2:4][NH:5][C:6]([C@@H:8]1[CH2:12][C@@H:11]([S:13]([C:16]2[CH:21]=[CH:20][CH:19]=[CH:18][C:17]=2[Cl:22])(=[O:14])=[O:15])[CH2:10][N:9]1[CH:25]1[CH2:26][O:23][CH2:24]1)=[O:7])#[N:3] |f:0.1|. Procedure details: (2S,4R)-4-(2-chloro-benzenesulfonyl)-pyrrolidine-2-carboxylic acid cyanomethyl-amide hydrochloride from experiment K1 was reductively aminated with oxetane-3-one (prepared according to G. Wuitschik et al., Angewandte Chemie, International Edition (2006), 45(46), 7736) in analogy to experiment L3 to give to give (2S,4R)-4-(2-chloro-benzenesulfonyl)-1-oxetan-3-yl-pyrrolidine-2-carboxylic acid cyanomethyl-amide as a colorless foam. MS: 384.1 [M+H]+. The reactants are CC(=O)NC#N, C=CCCl, [Na], O=S1(=O)CCCC1. Yields the product C=CCN(C#N)C(C)=O. Reaction SMILES: [C:2]([CH3:3])(=[O:4])[NH:5][C:6]#[N:7].[CH2:8]([CH:9]=[CH2:10])[Cl:11].[Na:1].[S:12]1(=[O:17])(=[O:18])[CH2:13][CH2:14][CH2:15][CH2:16]1>>[C:2]([CH3:3])(=[O:4])[N:5]([C:6]#[N:7])[CH2:10][CH:9]=[CH2:8]. Starting materials: CC#N, CCOC(C)=O, c1ccc(-n2nccc2C2CC2)cc1, O=C1CCC(=O)N1I. The product is Ic1cnn(-c2ccccc2)c1C1CC1. RXN SMILES: [CH3:23][C:24]#[N:25].[CH3:26][CH2:27][O:28][C:29](=[O:30])[CH3:31].[CH:1]1([c:4]2[cH:5][cH:6][n:7][n:8]2-[c:9]2[cH:10][cH:11][cH:12][cH:13][cH:14]2)[CH2:2][CH2:3]1.[I:15][N:16]1[C:17](=[O:18])[CH2:19][CH2:20][C:21]1=[O:22]>>[CH:1]1([c:4]2[c:5]([I:15])[cH:6][n:7][n:8]2-[c:9]2[cH:10][cH:11][cH:12][cH:13][cH:14]2)[CH2:2][CH2:3]1. The reactants are C(C1=CC=CC=C1)OCC1C(=CC(O1)=O)O (5-benzyloxymethyl-4-hydroxyfuran-2(5H)-one), [H][H] (hydrogen). The reagents and catalysts are [OH-].[OH-].[Pd+2] (Pd(OH)2/C). The solvent is C(C)O (ethanol). The product is OC1=CC(OC1CO)=O (4-hydroxy-5-hydroxymethylfuran-2(5H)-one). The yield is 94.9%. RXN SMILES: C([O:8][CH2:9][CH:10]1[O:14][C:13](=[O:15])[CH:12]=[C:11]1[OH:16])C1C=CC=CC=1.[H][H]>C(O)C.[OH-].[OH-].[Pd+2]>[OH:16][C:11]1[CH:10]([CH2:9][OH:8])[O:14][C:13](=[O:15])[CH:12]=1 |f:3.4.5|. Procedure: 386.0 mg (1.75 mmol) of 5-benzyloxymethyl-4-hydroxyfuran-2(5H)-one (Aragon, D. T. et al., J. Org. Chem. 68, 3363-3365, 2003) are initially charged in 19.3 ml of ethanol, 38.6 mg (0.27 mmol) of Pd(OH)2/C (20%) are added and the mixture is hydrogenated at room temperature until the hydrogen uptake has stopped. Removal of the catalyst by filtration and evaporation of the solvent gives 216 mg (94.7% of theory) of 4-hydroxy-5-hydroxymethylfuran-2(5H)-one which can be used without further purification... Reactants: C(N)(=O)C(=S)NC1=CC(=C(C=C1)OC)OC (N-(carbamoyl-thiocarbonyl-)-3,4-dimethoxy-aniline). Reagents/catalysts: [Fe-3](C#N)(C#N)(C#N)(C#N)(C#N)C#N.[K+].[K+].[K+] (potassium ferricyanide). Solvent: [OH-].[K+] (potassium hydroxide), O (water). Run at temperature 10 celsius, time 30 minute. The product is COC=1C(=CC2=C(N=C(S2)C(=O)N)C1)OC (5,6-dimethoxy-benzothiazole-2-carboxamide). The yield is 86.3%. As a reaction SMILES: [C:1]([C:4]([NH:6][C:7]1[CH:12]=[CH:11][C:10]([O:13][CH3:14])=[C:9]([O:15][CH3:16])[CH:8]=1)=[S:5])(=[O:3])[NH2:2]>[OH-].[K+].O.[Fe-3](C#N)(C#N)(C#N)(C#N)(C#N)C#N.[K+].[K+].[K+]>[CH3:16][O:15][C:9]1[C:10]([O:13][CH3:14])=[CH:11][C:12]2[S:5][C:4]([C:1]([NH2:2])=[O:3])=[N:6][C:7]=2[CH:8]=1 |f:1.2,4.5.6.7|. Procedure details: A solution of N-(carbamoyl-thiocarbonyl-)-3,4-dimethoxy-aniline (14 g) in 12% aqueous potassium hydroxide solution (1.26 l) was added slowly to a stirred solution of potassium ferricyanide (251.5 g) in water (560 ml) cooled to 10° C. The thick, yellow precipitate formed was stirred for 30 min., collected by filtration, washed with water, and dried. Crystallisation from dichloromethane/ethanol gave 5,6-dimethoxy-benzothiazole-2-carboxamide (11.98 g); m.p. 211°-212° C.